Dataset: the Open Reaction Database (ORD), a public repository of structured organic reaction records. Task: describe an organic reaction: reactants, conditions, products, and yield Reported procedure: 5.2 g (0.0125 mol) of diethyl [4-(3-methylxanthin-1-yl)butyl]phosphonate were heated under reflux with 30 ml of 20% strength hydrochloric acid for 4 hours. The hydrochloric acid was evaporated and the oily residue was dried over potassium hydroxide in a desiccator. The phosphonic acid formed was then treated with a methanolic ammonia solution, the solvent was evaporated and the residue was crystallized from a methanol/diisopropyl ether mixture. Yields the product CN1C(N(C(C=2NC=NC12)=O)CCCCP([O-])([O-])=O)=O.[NH4+].[NH4+] (Diammonium [4-(3-methylxanthin-1-yl)butyl]phosphonate). As a reaction SMILES: [CH3:1][N:2]1[C:10]2[N:9]=[CH:8][NH:7][C:6]=2[C:5](=[O:11])[N:4]([CH2:12][CH2:13][CH2:14][CH2:15][P:16](=[O:23])([O:20]CC)[O:17]CC)[C:3]1=[O:24].Cl>>[CH3:1][N:2]1[C:10]2[N:9]=[CH:8][NH:7][C:6]=2[C:5](=[O:11])[N:4]([CH2:12][CH2:13][CH2:14][CH2:15][P:16](=[O:17])([O-:20])[O-:23])[C:3]1=[O:24].[NH4+:2].[NH4+:2] |f:2.3.4|. The reactants are CN1C(N(C(C=2NC=NC12)=O)CCCCP(OCC)(OCC)=O)=O (diethyl [4-(3-methylxanthin-1-yl)butyl]phosphonate), Cl (hydrochloric acid).